Task: describe an organic reaction: reactants, conditions, products, and yield. Dataset: the Open Reaction Database (ORD), a public repository of structured organic reaction records Starting materials: CC=1OC(=NN1)C (2,5-Dimethyl-1,3,4-oxadiazole), NCCCCO (4-aminobutanol). Solvent: CN1C(CCC1)=O (N-methylpyrrolidone). Product: CC1=NN=C(N1CCCCO)C (4-(3,5-Dimethyl-1,2,4-triazol-4-yl)butanol). Isolated yield 77.8%. Reaction SMILES: [CH3:1][C:2]1O[C:4]([CH3:7])=[N:5][N:6]=1.[NH2:8][CH2:9][CH2:10][CH2:11][CH2:12][OH:13]>CN1CCCC1=O>[CH3:1][C:2]1[N:8]([CH2:9][CH2:10][CH2:11][CH2:12][OH:13])[C:4]([CH3:7])=[N:5][N:6]=1. Procedure details: 2,5-Dimethyl-1,3,4-oxadiazole (3.8 g), 4-aminobutanol (3.5 g) and N-methylpyrrolidone (10 ml) were heated at 150° for 18 hours. The mixture was evaporated under high vacuum and the residue chromatographed on silica eluting with a mixture of ethyl acetate and methanol. The fractions containing the product were evaporated under vacuum to leave the title compound, (5.1 g), which was used directly. The reactants are [BH3-]C#N, CCOc1cc(C=O)cc(OCC)c1-n1cccc1, CCN(C(C)C)C(C)C, CCOc1cc(CN2CCC(NC(=O)c3cc(OC)cc(C(=O)OC)c3)CC2)cc(OCC)c1F, CCO, CC(=O)O, [Na+]. Yields the product CCOc1cc(CN2CCC(NC(=O)c3cc(OC)cc(C(=O)OC)c3)CC2)cc(OCC)c1-n1cccc1. RXN SMILES: [C:55]([BH3-:56])#[N:57].[CH2:36]([O:37][c:38]1[cH:39][c:40]([CH:52]=[O:53])[cH:41][c:42]([O:43][CH2:44][CH3:45])[c:46]1-[n:47]1[cH:48][cH:49][cH:50][cH:51]1)[CH3:54].[CH2:59]([N:60]([CH:61]([CH3:62])[CH3:63])[CH:64]([CH3:65])[CH3:66])[CH3:67].[CH3:1][O:2][C:3]([c:4]1[cH:5][c:6]([C:7](=[O:8])[NH:9][CH:10]2[CH2:11][CH2:12][N:13]([CH2:16][c:17]3[cH:18][c:19]([O:27][CH2:28][CH3:29])[c:20]([F:26])[c:21]([O:23][CH2:24][CH3:25])[cH:22]3)[CH2:14][CH2:15]2)[cH:30][c:31]([O:33][CH3:34])[cH:32]1)=[O:35].[CH3:68][CH2:69][OH:70].[CH3:71][C:72](=[O:73])[OH:74].[Na+:58]>>[CH3:1][O:2][C:3]([c:4]1[cH:5][c:6]([C:7](=[O:8])[NH:9][CH:10]2[CH2:11][CH2:12][N:13]([CH2:16][c:17]3[cH:18][c:19]([O:27][CH2:28][CH3:29])[c:20](-[n:47]4[cH:48][cH:49][cH:50][cH:51]4)[c:21]([O:23][CH2:24][CH3:25])[cH:22]3)[CH2:14][CH2:15]2)[cH:30][c:31]([O:33][CH3:34])[cH:32]1)=[O:35].